This data is from the Open Reaction Database (ORD), a public repository of structured organic reaction records. The task is: describe an organic reaction: reactants, conditions, products, and yield The reactants are BrC=1C=CC(=C(C1)C1C(C(OC(C1=O)(C)C)(C)C)=O)C (4-(5-Bromo-2-methyl-phenyl)-2,2,6,6-tetramethyl-pyran-3,5-dione), C(CCC)[Li] (n-Butyl lithium), COB(OC)OC (trimethylborate), [H-].[Na+] (sodium hydride). Solvent: O1CCCC1 (tetrahydrofuran). Conditions: temperature 0 celsius, time 30 minute. Yields the product CCCC(C)C (iso-hexane), CC1=C(C=C(C=C1)B(O)O)C1C(C(OC(C1=O)(C)C)(C)C)=O (4-methyl-3-(2,2,6,6-tetramethyl-3,5-dioxo-tetrahydropyran-4-yl)phenylboronic acid). The yield is 89.9%. RXN SMILES: Br[C:2]1[CH:3]=[CH:4][C:5]([CH3:20])=[C:6]([CH:8]2[C:13](=[O:14])[C:12]([CH3:16])([CH3:15])[O:11][C:10]([CH3:18])([CH3:17])[C:9]2=[O:19])[CH:7]=1.[H-].[Na+].C([Li])CCC.C[O:29][B:30](OC)[O:31]C>O1CCCC1>[CH3:2][CH2:3][CH2:4][CH:5]([CH3:20])[CH3:6].[CH3:20][C:5]1[CH:4]=[CH:3][C:2]([B:30]([OH:31])[OH:29])=[CH:7][C:6]=1[CH:8]1[C:13](=[O:14])[C:12]([CH3:16])([CH3:15])[O:11][C:10]([CH3:18])([CH3:17])[C:9]1=[O:19] |f:1.2|. Reported procedure: 4-(5-Bromo-2-methyl-phenyl)-2,2,6,6-tetramethyl-pyran-3,5-dione (5 g, 0.0147 mol) is dissolved in anhydrous tetrahydrofuran (150 ml), the reaction mixture is cooled to 0° C. and sodium hydride (708 mg, 0.0294 mol, 60% dispersion in oil) is added. The mixture is stirred for 30 minutes, then cooled to −78° C. n-Butyl lithium (14.7 ml, 0.0294 mol, 2M solution in cyclohexane) is added, dropwise over approximately 10 minutes and reaction mixture is stirred for 15 minutes before trimethylborate (4.95 ... Yields the product CC1CCC(N(CCCSc2ccccc2Cl)C(=O)Nc2ncc(SC(C)(C)C(=O)O)s2)CC1. RXN SMILES: [CH2:36]([O:37][C:38](=[O:39])[C:40]([S:41][c:42]1[s:43][c:44]([NH2:45])[n:46][cH:47]1)([CH3:48])[CH3:49])[CH3:50].[CH3:1][O:2][c:3]1[c:4]([S:9][CH2:10][CH2:11][CH2:12][N:13]([C:14]([NH:15][c:16]2[s:17][c:18]([S:21][C:22]([C:23](=[O:24])[OH:25])([CH3:26])[CH3:27])[cH:19][n:20]2)=[O:28])[CH:29]2[CH2:30][CH2:31][CH:32]([CH3:35])[CH2:33][CH2:34]2)[cH:5][cH:6][cH:7][cH:8]1.[Cl:51][c:52]1[cH:53][cH:54][cH:55][cH:56][c:57]1[SH:58]>>[c:3]1([Cl:51])[c:4]([S:9][CH2:10][CH2:11][CH2:12][N:13]([C:14]([NH:15][c:16]2[s:17][c:18]([S:21][C:22]([C:23](=[O:24])[OH:25])([CH3:26])[CH3:27])[cH:19][n:20]2)=[O:28])[CH:29]2[CH2:30][CH2:31][CH:32]([CH3:35])[CH2:33][CH2:34]2)[cH:5][cH:6][cH:7][cH:8]1. The reactants are CCOC(=O)C(C)(C)Sc1cnc(N)s1, COc1ccccc1SCCCN(C(=O)Nc1ncc(SC(C)(C)C(=O)O)s1)C1CCC(C)CC1, Sc1ccccc1Cl. Reactants: CC(C)=O, Cl, Cl, Cl, CC1CC(OC(=O)c2ccc([N+](=O)[O-])cc2)c2ncnc(N3CC4(CCN(Cc5ccccc5)CC4)c4c(CN)cccc43)c21. The product is CC(C)NCc1cccc2c1C1(CCN(Cc3ccccc3)CC1)CN2c1ncnc2c1C(C)CC2OC(=O)c1ccc([N+](=O)[O-])cc1. As a reaction SMILES: [CH3:49][C:50]([CH3:51])=[O:52].[ClH:1].[ClH:2].[ClH:3].[N+:4](=[O:5])([O-:6])[c:7]1[cH:8][cH:9][c:10]([C:11](=[O:12])[O:13][CH:14]2[CH2:15][CH:16]([CH3:46])[c:17]3[c:18]2[n:19][cH:20][n:21][c:22]3[N:23]2[CH2:24][C:25]3([c:26]4[c:27]([CH2:32][NH2:33])[cH:28][cH:29][cH:30][c:31]42)[CH2:34][CH2:35][N:36]([CH2:39][c:40]2[cH:41][cH:42][cH:43][cH:44][cH:45]2)[CH2:37][CH2:38]3)[cH:47][cH:48]1>>[N+:4](=[O:5])([O-:6])[c:7]1[cH:8][cH:9][c:10]([C:11](=[O:12])[O:13][CH:14]2[CH2:15][CH:16]([CH3:46])[c:17]3[c:18]2[n:19][cH:20][n:21][c:22]3[N:23]2[CH2:24][C:25]3([c:26]4[c:27]([CH2:32][NH:33][CH:50]([CH3:49])[CH3:51])[cH:28][cH:29][cH:30][c:31]42)[CH2:34][CH2:35][N:36]([CH2:39][c:40]2[cH:41][cH:42][cH:43][cH:44][cH:45]2)[CH2:37][CH2:38]3)[cH:47][cH:48]1. Starting materials: CNC(=O)C=1C=NN(C1)C1=NC(=C2N=CN(C2=N1)[C@H]1[C@@H]([C@@H]([C@H](C1)NC(CC)=O)O)O)NC(C1=CC=C(C=C1)OC)C1=CC=C(C=C1)OC (1-[6-{[Bis-(4-methoxy-phenyl)-methyl]-amino}-9-((1R,2S,3R,4S)-2,3-dihydroxy-4-propionylamino-cyclopentyl)-9H-purin-2-yl]-1H-pyrazole-4-carboxylic acid methylamide), FC(C(=O)O)(F)F (trifluoroacetic acid). Solvent: ClCCl (dichloromethane). Reaction conditions: time 48 hour. The product is CNC(=O)C=1C=NN(C1)C1=NC(=C2N=CN(C2=N1)[C@H]1[C@@H]([C@@H]([C@H](C1)NC(CC)=O)O)O)N (1-[6-Amino-9-((1R,2S,3R,4S)-2,3-dihydroxy-4-propionylamino-cyclopentyl)-9H-purin-2-yl]-1H-pyrazole-4-carboxylic acid methylamide). RXN SMILES: [CH3:1][NH:2][C:3]([C:5]1[CH:6]=[N:7][N:8]([C:10]2[N:18]=[C:17]3[C:13]([N:14]=[CH:15][N:16]3[C@@H:19]3[CH2:23][C@H:22]([NH:24][C:25](=[O:28])[CH2:26][CH3:27])[C@@H:21]([OH:29])[C@H:20]3[OH:30])=[C:12]([NH:31]C(C3C=CC(OC)=CC=3)C3C=CC(OC)=CC=3)[N:11]=2)[CH:9]=1)=[O:4].FC(F)(F)C(O)=O>ClCCl>[CH3:1][NH:2][C:3]([C:5]1[CH:6]=[N:7][N:8]([C:10]2[N:18]=[C:17]3[C:13]([N:14]=[CH:15][N:16]3[C@@H:19]3[CH2:23][C@H:22]([NH:24][C:25](=[O:28])[CH2:26][CH3:27])[C@@H:21]([OH:29])[C@H:20]3[OH:30])=[C:12]([NH2:31])[N:11]=2)[CH:9]=1)=[O:4]. Procedure details: A cooled (0° C.) solution of 1-[6-{[Bis-(4-methoxy-phenyl)-methyl]-amino}-9-((1R,2S,3R,4S)-2,3-dihydroxy-4-propionylamino-cyclopentyl)-9H-purin-2-yl]-1H-pyrazole-4-carboxylic acid methylamide (0.08 g, 0.122 mmol) in dry dichloromethane (4 ml) is treated slowly with trifluoroacetic acid (2 ml). The reaction mixture is stirred at room temperature for 48 h and then concentrated in vacuo. The residue was co-evaporated with chloroform three times to remove excess trifluoro acetic acid and purificatio... Reactants: C(C)OC(CNC(=O)OC(C)(C)C)=O (tert-butoxycarbonylamino-acetic acid ethyl ester), [H-].[Na+] (sodium hydride), C(C)OC(=O)C1=C(N(C(=C1Cl)Cl)CCC(C)C)CBr (4,5-dichloro-2-bromomethyl-1-(3-methyl-butyl)-1H-pyrrole-3-carboxylic acid ethyl ester). Solvent: CN(C)C=O (N,N′-dimethylformamide), CN(C)C=O (N,N′-dimethylformamide). Conditions: time 10 minute. The product is C(C)OC(=O)C1=C(N(C(=C1Cl)Cl)CCC(C)C)CN(CC(=O)OCC)C(=O)OC(C)(C)C (2-[(tert-butoxycarbonyl-ethoxycarbonylmethyl-amino)-methyl]-4,5-dichloro-1-(3-methyl-butyl)-1H-pyrrole-3-carboxylic acid ethyl ester). Yield: 99.9%. RXN SMILES: [CH2:1]([O:3][C:4](=[O:14])[CH2:5][NH:6][C:7]([O:9][C:10]([CH3:13])([CH3:12])[CH3:11])=[O:8])[CH3:2].[H-].[Na+].[CH2:17]([O:19][C:20]([C:22]1[C:26]([Cl:27])=[C:25]([Cl:28])[N:24]([CH2:29][CH2:30][CH:31]([CH3:33])[CH3:32])[C:23]=1[CH2:34]Br)=[O:21])[CH3:18]>CN(C=O)C>[CH2:17]([O:19][C:20]([C:22]1[C:26]([Cl:27])=[C:25]([Cl:28])[N:24]([CH2:29][CH2:30][CH:31]([CH3:33])[CH3:32])[C:23]=1[CH2:34][N:6]([C:7]([O:9][C:10]([CH3:13])([CH3:12])[CH3:11])=[O:8])[CH2:5][C:4]([O:3][CH2:1][CH3:2])=[O:14])=[O:21])[CH3:18] |f:1.2|. Procedure details: To a solution of tert-butoxycarbonylamino-acetic acid ethyl ester (10.4 g, 51.3 mmol) in 90 mL of N,N′-dimethylformamide at 0° C. was added sodium hydride (60% dispersion in mineral oil, 2.35 g, 58.7 mmol). The ice bath was then removed, and the reaction mixture was stirred at ambient temperature for 10 min. After the reaction mixture was cooled at 0° C., the crude 4,5-dichloro-2-bromomethyl-1-(3-methyl-butyl)-1H-pyrrole-3-carboxylic acid ethyl ester (18.1 g, 48.9 mmol) in 20 mL of N,N′-dimethyl...